Dataset: the Open Reaction Database (ORD), a public repository of structured organic reaction records. Task: describe an organic reaction: reactants, conditions, products, and yield The reactants are NC(C(C)C)P(O)=O (1-Amino-2-methylpropylphosphinic acid), [Cl-].[Na+] (sodium chloride), C1(=CC=CC=C1)CCC(=O)Cl (3-Phenylpropanoyl chloride), Cl (hydrochloric acid). The solvent is [OH-].[Na+] (sodium hydroxide). Conditions: temperature 0 celsius, time 3 hour. The product is CC(C(NC(CCC1=CC=CC=C1)=O)P(O)=O)C (2-methyl-1-(3-phenylpropanoylamino)propylphosphinic acid). Yield: 82.0%. RXN SMILES: [NH2:1][CH:2]([PH:6](=[O:8])[OH:7])[CH:3]([CH3:5])[CH3:4].[C:9]1([CH2:15][CH2:16][C:17](Cl)=[O:18])[CH:14]=[CH:13][CH:12]=[CH:11][CH:10]=1.Cl.[Cl-].[Na+]>[OH-].[Na+]>[CH3:4][CH:3]([CH3:5])[CH:2]([PH:6](=[O:7])[OH:8])[NH:1][C:17](=[O:18])[CH2:16][CH2:15][C:9]1[CH:14]=[CH:13][CH:12]=[CH:11][CH:10]=1 |f:3.4,5.6|. Reported procedure: 1-Amino-2-methylpropylphosphinic acid (99.8 mg) prepared by the method described in J. Chem. Soc. Perkin tans 1, 2845(1984) was dissolved in 5 N aqueous sodium hydroxide (0.3 ml). 3-Phenylpropanoyl chloride (0.1 ml) was added to the solution at 0° C., and the resulting mixture was stirred at 0° C. for 1 hour and at room temperature for 3 hours. The mixture was acidified with hydrochloric acid and added with sodium chloride, and then the organic substances were extracted with ethyl acetate. The e... The product is Clc1ccc(CNC2CCCc3ccccc32)cc1Cl. The reactants are NC1CCCc2ccccc21, O=Cc1ccc(Cl)c(Cl)c1. RXN SMILES: [CH:11]1([NH2:21])[CH2:12][CH2:13][CH2:14][c:15]2[cH:16][cH:17][cH:18][cH:19][c:20]21.[Cl:1][c:2]1[cH:3][c:4]([CH:5]=[O:6])[cH:7][cH:8][c:9]1[Cl:10]>>[Cl:1][c:2]1[cH:3][c:4]([CH2:5][NH:21][CH:11]2[CH2:12][CH2:13][CH2:14][c:15]3[cH:16][cH:17][cH:18][cH:19][c:20]32)[cH:7][cH:8][c:9]1[Cl:10]. The reactants are N1(CCOCC1)CCOC1=C(C#N)C=CC(=C1)C(F)(F)F (2-(2-morpholin-4-ylethoxy)-4-(trifluoromethyl)benzonitrile), N (ammonia). Yield: 96.4%. Procedure: To a solution of 2-(2-morpholin-4-ylethoxy)-4-(trifluoromethyl)benzonitrile (Description 124, 0.5 g, 1.67 mmol) in ethanol (30 ml) was added aqueous ammonia (33% aq soln, 5 ml) and a slurry of 10% Pd/C catalyst in water. The reaction was hydrogenated at 43 psi. After 45 min the reaction was complete. The catalyst was filtered off, the reaction condensed and the product azeotroped with toluene to give the desired amine (0.49 g, 96%). Run at time 45 minute. The reagents and catalysts are [Pd] (Pd/C). Solvent: O (water), C(C)O (ethanol). As a reaction SMILES: [N:1]1([CH2:7][CH2:8][O:9][C:10]2[CH:17]=[C:16]([C:18]([F:21])([F:20])[F:19])[CH:15]=[CH:14][C:11]=2[C:12]#[N:13])[CH2:6][CH2:5][O:4][CH2:3][CH2:2]1.N>C(O)C.[Pd].O>[N:1]1([CH2:7][CH2:8][O:9][C:10]2[CH:17]=[C:16]([C:18]([F:20])([F:19])[F:21])[CH:15]=[CH:14][C:11]=2[CH2:12][NH2:13])[CH2:6][CH2:5][O:4][CH2:3][CH2:2]1. Yields the product N1(CCOCC1)CCOC1=C(CN)C=CC(=C1)C(F)(F)F (2-(2-Morpholin-4-ylethoxy)-4-(trifluoromethyl)benzylamine). The reactants are CN, Cl, COc1cc2nccc(Oc3ccc(NC(=S)NC(=O)Cc4ccccc4)cc3F)c2cc1C(=O)O, C1CCOC1. Product: CNC(=O)c1cc2c(Oc3ccc(NC(=S)NC(=O)Cc4ccccc4)cc3F)ccnc2cc1OC. Reaction SMILES: [CH3:38][NH2:39].[ClH:1].[F:2][c:3]1[c:4]([O:5][c:6]2[cH:7][cH:8][n:9][c:10]3[cH:11][c:12]([O:19][CH3:20])[c:13]([C:16](=[O:17])[OH:18])[cH:14][c:15]23)[cH:21][cH:22][c:23]([NH:25][C:26](=[S:27])[NH:28][C:29]([CH2:30][c:31]2[cH:32][cH:33][cH:34][cH:35][cH:36]2)=[O:37])[cH:24]1.[O:40]1[CH2:41][CH2:42][CH2:43][CH2:44]1>>[F:2][c:3]1[c:4]([O:5][c:6]2[cH:7][cH:8][n:9][c:10]3[cH:11][c:12]([O:19][CH3:20])[c:13]([C:16](=[O:18])[NH:39][CH3:38])[cH:14][c:15]23)[cH:21][cH:22][c:23]([NH:25][C:26](=[S:27])[NH:28][C:29]([CH2:30][c:31]2[cH:32][cH:33][cH:34][cH:35][cH:36]2)=[O:37])[cH:24]1. Starting materials: C(CCC)=O (butanal), C1(=CC=C(C=C1)S(=O)(=O)O)C (p-toluene sulfonic acid), O[C@@H]1CC=2C=CC=C(C2C[C@@H]1O)OC(C(=O)OCC)(C)C (cis-2-[(6,7-Dihydroxy-5,6,7,8-tetrahydro-1-naphthyl)oxy]-2-methylpropionic acid, ethyl ester). Run in C1=CC=CC=C1 (benzene). The product is C(CCC)=C1C=2C=CC=C(C2CC(C1O)O)O (butylidene - 5,6,7,8-tetrahydro-1,6,7-naphthalene triol). As a reaction SMILES: [OH:1][C@H:2]1[C@@H:11]([OH:12])[CH2:10][C:9]2[C:8]([O:13]C(C)(C)C(OCC)=O)=[CH:7][CH:6]=[CH:5][C:4]=2[CH2:3]1.[CH:22](=O)[CH2:23][CH2:24][CH3:25].C1(C)C=CC(S(O)(=O)=O)=CC=1>C1C=CC=CC=1>[CH:22](=[C:3]1[CH:2]([OH:1])[CH:11]([OH:12])[CH2:10][C:9]2[C:8]([OH:13])=[CH:7][CH:6]=[CH:5][C:4]1=2)[CH2:23][CH2:24][CH3:25]. Reported procedure: A solution of 3.6 g (0.02 moles) of the triol of Example 1 in 50 ml. of benzene, and 1.5 g of butanal in the presence of 0.1 g p-toluene sulfonic acid are mixed together and stirred for several hrs. Water is removed by azeotropic distillation and the residue is taken to dryness to yield 06, 07 -butylidene - 5,6,7,8-tetrahydro-1,6,7-naphthalene triol. Reaction SMILES: [Br:1][c:2]1[n:3][n:4]([CH2:11][CH2:12][CH2:13][OH:14])[c:5]([Br:10])[c:6]1[N+:7](=[O:8])[O-:9].[CH3:23][CH2:24][OH:25].[NH2:15][CH2:16][c:17]1[cH:18][cH:19][cH:20][cH:21][cH:22]1>>[Br:1][c:2]1[n:3][n:4]([CH2:11][CH2:12][CH2:13][OH:14])[c:5]([NH:15][CH2:16][c:17]2[cH:18][cH:19][cH:20][cH:21][cH:22]2)[c:6]1[N+:7](=[O:8])[O-:9]. Product: O=[N+]([O-])c1c(Br)nn(CCCO)c1NCc1ccccc1. The reactants are O=[N+]([O-])c1c(Br)nn(CCCO)c1Br, CCO, NCc1ccccc1. Reactants: CC(C)N(Cc1ccccc1)C(C)C, C1CCOC1, COCC(=O)Cl, ClCCl, Nc1ncc(-c2cnn(C3CCNCC3)c2)cc1-c1nc2ccccc2o1. Yields the product COCC(=O)N1CCC(n2cc(-c3cnc(N)c(-c4nc5ccccc5o4)c3)cn2)CC1. As a reaction SMILES: [CH2:34]([N:35]([CH:36]([CH3:37])[CH3:38])[CH:39]([CH3:40])[CH3:41])[c:42]1[cH:43][cH:44][cH:45][cH:46][cH:47]1.[CH2:51]1[O:52][CH2:53][CH2:54][CH2:55]1.[CH3:1][O:2][CH2:3][C:4](=[O:5])[Cl:6].[Cl:48][CH2:49][Cl:50].[o:7]1[c:8](-[c:16]2[c:17]([NH2:33])[n:18][cH:19][c:20](-[c:22]3[cH:23][n:24][n:25]([CH:27]4[CH2:28][CH2:29][NH:30][CH2:31][CH2:32]4)[cH:26]3)[cH:21]2)[n:9][c:10]2[c:11]1[cH:12][cH:13][cH:14][cH:15]2>>[CH3:1][O:2][CH2:3][C:4](=[O:5])[N:30]1[CH2:29][CH2:28][CH:27]([n:25]2[n:24][cH:23][c:22](-[c:20]3[cH:19][n:18][c:17]([NH2:33])[c:16](-[c:8]4[o:7][c:11]5[c:10]([n:9]4)[cH:15][cH:14][cH:13][cH:12]5)[cH:21]3)[cH:26]2)[CH2:32][CH2:31]1.